Dataset: the Open Reaction Database (ORD), a public repository of structured organic reaction records. Task: describe an organic reaction: reactants, conditions, products, and yield The solvent is ClCCl (dichloromethane), ClCCl (dichloromethane). Reported procedure: To a solution of 7-phenyl-6,7-dihydro-3H-benzo[f]pyrazolo[3,4-c]isoquinoline (0.018 g, 0.060 mmol) in dichloromethane (2 mL) was added N-bromosuccinimide (0.011 g, 0.063 mmol). The reaction was stirred at room temperature for 16 hours followed by addition of water (2 mL) and dichloromethane (3 mL). The organic layer was separated, dried using Na2SO4, filtered and concentrated under reduced pressure. The crude product was purified using flash column chromatography (SiO2, 10% EtOAc in hexane) to g... Conditions: time 16 hour. Yield: 44.3%. As a reaction SMILES: [C:1]1([CH:7]2[CH2:16][C:15]3[CH:14]=[N:13][C:12]4[NH:17][N:18]=[CH:19][C:11]=4[C:10]=3[C:9]3[CH:20]=[CH:21][CH:22]=[CH:23][C:8]2=3)[CH:6]=[CH:5][CH:4]=[CH:3][CH:2]=1.[Br:24]N1C(=O)CCC1=O.O>ClCCl>[Br:24][C:19]1[C:11]2[C:10]3[C:9]4[CH:20]=[CH:21][CH:22]=[CH:23][C:8]=4[CH:7]([C:1]4[CH:2]=[CH:3][CH:4]=[CH:5][CH:6]=4)[CH2:16][C:15]=3[CH:14]=[N:13][C:12]=2[NH:17][N:18]=1. Starting materials: C1(=CC=CC=C1)C1C2=C(C=3C4=C(N=CC3C1)NN=C4)C=CC=C2 (7-phenyl-6,7-dihydro-3H-benzo[f]pyrazolo[3,4-c]isoquinoline), BrN1C(CCC1=O)=O (N-bromosuccinimide), O (water). The product is BrC1=NNC=2N=CC=3CC(C4=C(C3C21)C=CC=C4)C4=CC=CC=C4 (1-bromo-7-phenyl-6,7-dihydro-3H-benzo[f]pyrazolo[3,4-c]isoquinoline). Reactants: C(C1=CC=CC=C1)(=O)C1(O)[C@](O)([C@@](O)([C@@](O)(CO1)C(C1=CC=CC=C1)=O)C(C1=CC=CC=C1)=O)C(C1=CC=CC=C1)=O (1,2,3,4-tetrabenzoyl-L-arabinopyranose), Br.C(C)(=O)O (hydrogen bromide acetic acid), ClCCl (dichloromethane). Solvent: O (water). Reaction conditions: temperature 10 celsius, time 6 hour. Product: BrC1(O)[C@](O)([C@@](O)([C@@](O)(CO1)C(C1=CC=CC=C1)=O)C(C1=CC=CC=C1)=O)C(C1=CC=CC=C1)=O (1-bromo-2,3,4-tribenzoyl-L-arabinopyranose). Yield: 70.0%. Reaction SMILES: C([C:9]1([O:18][CH2:17][C@:15]([C:19](=[O:26])[C:20]2[CH:25]=[CH:24][CH:23]=[CH:22][CH:21]=2)([OH:16])[C@:13]([C:27](=[O:34])[C:28]2[CH:33]=[CH:32][CH:31]=[CH:30][CH:29]=2)([OH:14])[C@@:11]1([C:35](=[O:42])[C:36]1[CH:41]=[CH:40][CH:39]=[CH:38][CH:37]=1)[OH:12])[OH:10])(=O)C1C=CC=CC=1.[BrH:43].C(O)(=O)C.ClCCl>O>[Br:43][C:9]1([O:18][CH2:17][C@:15]([C:19](=[O:26])[C:20]2[CH:25]=[CH:24][CH:23]=[CH:22][CH:21]=2)([OH:16])[C@:13]([C:27](=[O:34])[C:28]2[CH:33]=[CH:32][CH:31]=[CH:30][CH:29]=2)([OH:14])[C@@:11]1([C:35](=[O:42])[C:36]1[CH:41]=[CH:40][CH:39]=[CH:38][CH:37]=1)[OH:12])[OH:10] |f:1.2|. Reported procedure: While the internal temperature of the reactor containing 2.946 kg (5.20 mol) of 1,2,3,4-tetrabenzoyl-L-arabinopyranose was maintained at 0-20° C., 4.21 kg of a 30-33% hydrogen bromide/acetic acid solution was added dropwise thereto, and the mixture was stirred at room temperature for 6 hours. After completion of the reaction, 1.296 liters of dichloromethane was added to the reaction solution, which was then stirred for 30 minutes. Next, the solution was added dropwise to a reactor containing 4.1... Starting materials: BrC1=NN2C(C=C(C=C2)NC(OC(C)(C)C)=O)=N1 (tert-butyl 2-bromo-[1,2,4]triazolo[1,5-a]pyridin-7-ylcarbamate), N1=CC(=CC=C1)B(O)O (pyridin-3-ylboronic acid). Reagents/catalysts: [Pd](Cl)Cl.C1(=CC=CC=C1)P([C-]1C=CC=C1)C1=CC=CC=C1.[C-]1(C=CC=C1)P(C1=CC=CC=C1)C1=CC=CC=C1.[Fe+2] (1,1′-bis(diphenylphosphino)ferrocene palladium (II) chloride). Run in O1CCOCC1 (dioxane), C([O-])([O-])=O.[Na+].[Na+] (sodium carbonate), ClCCl (dichloromethane). Reaction conditions: time 18 hour. Yields the product N1=CC(=CC=C1)C1=NN2C(C=C(C=C2)NC(OC(C)(C)C)=O)=N1 (tert-butyl 2-(pyridin-3-yl)-[1,2,4]triazolo[1,5-a]pyridin-7-ylcarbamate). Yield: 55.1%. RXN SMILES: Br[C:2]1[N:18]=[C:5]2[CH:6]=[C:7]([NH:10][C:11](=[O:17])[O:12][C:13]([CH3:16])([CH3:15])[CH3:14])[CH:8]=[CH:9][N:4]2[N:3]=1.[N:19]1[CH:24]=[CH:23][CH:22]=[C:21](B(O)O)[CH:20]=1>O1CCOCC1.C(=O)([O-])[O-].[Na+].[Na+].ClCCl.[Pd](Cl)Cl.C1(P(C2C=CC=CC=2)[C-]2C=CC=C2)C=CC=CC=1.[C-]1(P(C2C=CC=CC=2)C2C=CC=CC=2)C=CC=C1.[Fe+2]>[N:19]1[CH:24]=[CH:23][CH:22]=[C:21]([C:2]2[N:18]=[C:5]3[CH:6]=[C:7]([NH:10][C:11](=[O:17])[O:12][C:13]([CH3:16])([CH3:15])[CH3:14])[CH:8]=[CH:9][N:4]3[N:3]=2)[CH:20]=1 |f:3.4.5,7.8.9.10|. Reported procedure: Nitrogen is bubbled for 10 minutes through a mixture of tert-butyl 2-bromo-[1,2,4]triazolo[1,5-a]pyridin-7-ylcarbamate (1.39 g, 4.44 mmol) and pyridin-3-ylboronic acid (818 mg, 6.66 mmol) in dioxane (23.8 ml) and sat. aqueous sodium carbonate sol. (5.94 ml), then 1,1′-bis(diphenylphosphino)ferrocene palladium (II) chloride (181 mg, 222 μmol) is added and the resulting mixture is fluxed for 18 hours under nitrogen atmosphere. The residue is diluted with dichloromethane and washed with water; the ... Starting materials: Cl.NC1=NC=CC(=C1)OC1=C(C=C(C=C1)NC1=C(C(=O)NC2=C(C=C(C=C2)F)F)C=CC=N1)F (2-(4-(2-Aminopyridin-4-yloxy)-3-fluorophenylamino)-N-(2,4-difluorophenyl)nicotinamide, hydrochloride salt), Cl.NC1=NC=CC(=C1)OC1=C(C=C(C=C1)NC1=C(C(=O)NC2=C(C=C(C=C2)F)F)C=CC=N1)F (2-(4-(2-Aminopyridin-4-yloxy)-3-fluorophenylamino)-N-(2,4-difluorophenyl)nicotinamide, hydrochloride salt), C(N)(=O)C1=NC=CC(=C1)OC1=C(C=C(C=C1)NC1=C(C(=O)NC2=C(C=C(C=C2)F)F)C=CC=N1)F (2-(4-(2-Carbamoylpyridin-4-yloxy)-3-fluorophenylamino)-N-(2,4-difluorophenyl)nicotinamide), ClC1=C(C(=O)NC2=CC=C(C=C2)Cl)C=CC=N1 (2-chloro-N-(4-chlorophenyl)nicotinamide). Product: C(N)(=O)C1=NC=CC(=C1)OC1=C(C=C(C=C1)NC1=C(C(=O)NC2=CC=C(C=C2)Cl)C=CC=N1)F (2-(4-(2-Carbamoylpyridin-4-yloxy)-3-fluorophenylamino)-N-(4-chlorophenyl)nicotinamide). Yield: 47.0%. As a reaction SMILES: Cl.NC1C=C(OC2C=CC(NC3N=CC=CC=3C(NC3C=CC(F)=CC=3F)=O)=CC=2F)C=CN=1.[C:35]([C:38]1[CH:43]=[C:42]([O:44][C:45]2[CH:50]=[CH:49][C:48]([NH:51][C:52]3[N:68]=[CH:67][CH:66]=[CH:65][C:53]=3[C:54]([NH:56][C:57]3[CH:62]=[CH:61][C:60](F)=[CH:59][C:58]=3F)=[O:55])=[CH:47][C:46]=2[F:69])[CH:41]=[CH:40][N:39]=1)(=[O:37])[NH2:36].[Cl:70]C1N=CC=CC=1C(NC1C=CC(Cl)=CC=1)=O>>[C:35]([C:38]1[CH:43]=[C:42]([O:44][C:45]2[CH:50]=[CH:49][C:48]([NH:51][C:52]3[N:68]=[CH:67][CH:66]=[CH:65][C:53]=3[C:54]([NH:56][C:57]3[CH:62]=[CH:61][C:60]([Cl:70])=[CH:59][CH:58]=3)=[O:55])=[CH:47][C:46]=2[F:69])[CH:41]=[CH:40][N:39]=1)(=[O:37])[NH2:36] |f:0.1|. Procedure details: 4-(4-Amino-2-fluorophenoxy)picolinamide (0.12 g, 0.50 mmol, Compound C of Example 3) was converted to the desired compound (0.090 g, 47%) in a manner similar to the preparation of 2-(4-(2-carbamoylpyridin-4-yloxy)-3-fluorophenylamino)-N-(2,4-difluorophenyl)-nicotinamide (Step D of Example 3), except that 2-chloro-N-(4-chlorophenyl)nicotinamide (Maybridge, 0.11 g, 0.40 mmol) was used instead of 2-chloro-N-(2,4-difluorophenyl)nicotinamide. HRMS(ESI+), 478.1082 (M+H)+ calc, 478.1059 (M+H)+ found.